From a dataset of the Open Reaction Database (ORD), a public repository of structured organic reaction records. describe an organic reaction: reactants, conditions, products, and yield The reactants are FC1=C(C(=O)C(C(=O)OCC)=CN[C@H](CO)C(C)(C)C)C=C(C(=N1)F)I ((5)-ethyl 2-(2,6-difluoro-5-iodonicotinoyl)-3-(1-hydroxy-3,3-dimethylbutan-2-ylamino)acrylate), 80, C([O-])([O-])=O.[K+].[K+] (potassium carbonate). Run in CN(C)C=O (DMF). Reaction conditions: temperature 70 celsius, time 30 minute. The product is FC1=C(C=C2C(C(=CN(C2=N1)[C@H](CO)C(C)(C)C)C(=O)OCC)=O)I ((S)-ethyl 7-fluoro-1-(1-hydroxy-3,3-dimethylbutan-2-yl)-6-iodo-4-oxo-1,4-dihydro-1,8-naphthyridine-3-carboxylate), 78. The yield is 79.0%. RXN SMILES: F[C:2]1[N:24]=[C:23]([F:25])[C:22]([I:26])=[CH:21][C:3]=1[C:4]([C:6](=[CH:12][NH:13][C@@H:14]([C:17]([CH3:20])([CH3:19])[CH3:18])[CH2:15][OH:16])[C:7]([O:9][CH2:10][CH3:11])=[O:8])=[O:5].C(=O)([O-])[O-].[K+].[K+]>CN(C=O)C>[F:25][C:23]1[N:24]=[C:2]2[C:3]([C:4](=[O:5])[C:6]([C:7]([O:9][CH2:10][CH3:11])=[O:8])=[CH:12][N:13]2[C@@H:14]([C:17]([CH3:20])([CH3:19])[CH3:18])[CH2:15][OH:16])=[CH:21][C:22]=1[I:26] |f:1.2.3|. Procedure details: To a solution of (5)-ethyl 2-(2,6-difluoro-5-iodonicotinoyl)-3-(1-hydroxy-3,3-dimethylbutan-2-ylamino)acrylate Intermediate 80 (4.47 g, 9.27 mmol, 1 equiv.) in DMF (46 mL) was added potassium carbonate (1.92 g, 13.9 mmol, 1.5 equiv.) was added, and the reaction was stirred at 70° C. for 30 min. The reaction was cooled to 0° C. and quenched with saturated ammonium chloride (5 mL). The reaction was partitioned between water (50 mL) and dichloromethane (50 mL). The aqueous layer was extracted with ... The product is CCc1cc(OCc2ccc(-c3ccccc3C#N)cc2)c2c(n1)CCCC2. RXN SMILES: [Br:24][c:25]1[c:26]([C:27]#[N:28])[cH:29][cH:30][cH:31][cH:32]1.[CH2:1]([CH3:2])[c:3]1[n:4][c:5]2[c:10]([c:11]([O:13][CH2:14][c:15]3[cH:16][cH:17][c:18]([B:21]([OH:22])[OH:23])[cH:19][cH:20]3)[cH:12]1)[CH2:9][CH2:8][CH2:7][CH2:6]2.[CH3:33][c:34]1[cH:35][cH:36][cH:37][cH:38][cH:39]1.[Na+:40].[Na+:41].[O-:42][C:43](=[O:44])[O-:45].[cH:46]1[cH:47][cH:48][c:49]([P:50]([Pd:51]([P:52]([c:53]2[cH:54][cH:55][cH:56][cH:57][cH:58]2)([c:59]2[cH:60][cH:61][cH:62][cH:63][cH:64]2)[c:65]2[cH:66][cH:67][cH:68][cH:69][cH:70]2)([P:71]([c:72]2[cH:73][cH:74][cH:75][cH:76][cH:77]2)([c:78]2[cH:79][cH:80][cH:81][cH:82][cH:83]2)[c:84]2[cH:85][cH:86][cH:87][cH:88][cH:89]2)[P:90]([c:91]2[cH:92][cH:93][cH:94][cH:95][cH:96]2)([c:97]2[cH:98][cH:99][cH:100][cH:101][cH:102]2)[c:103]2[cH:104][cH:105][cH:106][cH:107][cH:108]2)([c:109]2[cH:110][cH:111][cH:112][cH:113][cH:114]2)[c:115]2[cH:116][cH:117][cH:118][cH:119][cH:120]2)[cH:121][cH:122]1>>[CH2:1]([CH3:2])[c:3]1[n:4][c:5]2[c:10]([c:11]([O:13][CH2:14][c:15]3[cH:16][cH:17][c:18](-[c:25]4[c:26]([C:27]#[N:28])[cH:29][cH:30][cH:31][cH:32]4)[cH:19][cH:20]3)[cH:12]1)[CH2:9][CH2:8][CH2:7][CH2:6]2. Starting materials: N#Cc1ccccc1Br, CCc1cc(OCc2ccc(B(O)O)cc2)c2c(n1)CCCC2, Cc1ccccc1, [Na+], [Na+], O=C([O-])[O-], c1ccc(P(c2ccccc2)(c2ccccc2)[Pd](P(c2ccccc2)(c2ccccc2)c2ccccc2)(P(c2ccccc2)(c2ccccc2)c2ccccc2)P(c2ccccc2)(c2ccccc2)c2ccccc2)cc1. Starting materials: C(C=C)OC1=C(C(=O)OC)C=CC(=C1)OC (Methyl 2-(allyloxy)-4-methoxybenzoate), [OH-].[K+] (KOH), [OH-].[K+] (KOH). Solvent: CCOC(=O)C (EtOAc), CO (methanol). Run at time 12 hour. Product: C(C=C)OC1=C(C(=O)O)C=CC(=C1)OC (2-(allyloxy)-4-methoxybenzoic acid). RXN SMILES: [CH2:1]([O:4][C:5]1[CH:14]=[C:13]([O:15][CH3:16])[CH:12]=[CH:11][C:6]=1[C:7]([O:9]C)=[O:8])[CH:2]=[CH2:3].[OH-].[K+]>CO.CCOC(C)=O>[CH2:1]([O:4][C:5]1[CH:14]=[C:13]([O:15][CH3:16])[CH:12]=[CH:11][C:6]=1[C:7]([OH:9])=[O:8])[CH:2]=[CH2:3] |f:1.2|. Reported procedure: To a solution of 2 (2.5 g, 11 mmol) in aqueous methanol (30 mL) was added KOH (1 eq, 630 mg). Reaction was heated to 50° C. for 12 hours before the addition of more KOH (630 mg). After 12 hours, the mixture was cooled, diluted with EtOAc and washed with 1M HCl. Aqueous layer was extracted with EtOAc (3×). Combined organic layers, dried over Na2SO4, and concentrated. Product was isolated as an off white solid and used without further purification.